From a dataset of the Open Reaction Database (ORD), a public repository of structured organic reaction records. describe an organic reaction: reactants, conditions, products, and yield Starting materials: COc1ccc(CCN)cc1OC, O=Cc1ccccc1Cl, O=C(O)C(F)(F)F. Yields the product COc1cc2c(cc1OC)C(c1ccccc1Cl)NCC2. Reaction SMILES: [CH3:10][O:11][c:12]1[cH:13][c:14]([CH2:20][CH2:21][NH2:22])[cH:15][cH:16][c:17]1[O:18][CH3:19].[Cl:1][c:2]1[c:3]([CH:4]=[O:5])[cH:6][cH:7][cH:8][cH:9]1.[OH:23][C:24]([C:25]([F:26])([F:27])[F:28])=[O:29]>>[Cl:1][c:2]1[c:3]([CH:4]2[c:15]3[c:14]([cH:13][c:12]([O:11][CH3:10])[c:17]([O:18][CH3:19])[cH:16]3)[CH2:20][CH2:21][NH:22]2)[cH:6][cH:7][cH:8][cH:9]1. The reactants are ClC1=CC=C2CC(NC2=C1)=O (6-chloroindolin-2-one), CC1(CB(CC1(C)C)C=1C=NC=CC1)C (3-(3,3,4,4-tetramethylborolan-1-yl)pyridine), [O-]P(=O)([O-])[O-].[K+].[K+].[K+] (K3PO4), O (H2O). Reagents/catalysts: C=1C=CC(=CC1)/C=C/C(=O)/C=C/C2=CC=CC=C2.C=1C=CC(=CC1)/C=C/C(=O)/C=C/C2=CC=CC=C2.C=1C=CC(=CC1)/C=C/C(=O)/C=C/C2=CC=CC=C2.[Pd].[Pd] (Pd2dba3), C1(CCCCC1)P(C1=C(C=CC=C1)C1=C(C=C(C=C1C(C)C)C(C)C)C(C)C)C1CCCCC1 (Dicyclohexyl(2′,4′,6′-triisopropylbiphenyl-2-yl)phosphine). Solvent: CCCCO (n-BuOH). Reaction conditions: temperature 100 celsius, time 99 minute. Yields the product N1=CC(=CC=C1)C1=CC=C2CC(NC2=C1)=O (6-(Pyridin-3-yl)indolin-2-one). Yield: 79.3%. Reaction SMILES: Cl[C:2]1[CH:10]=[C:9]2[C:5]([CH2:6][C:7](=[O:11])[NH:8]2)=[CH:4][CH:3]=1.CC1(C)C(C)(C)CB([C:20]2[CH:21]=[N:22][CH:23]=[CH:24][CH:25]=2)C1.[O-]P([O-])([O-])=O.[K+].[K+].[K+].O>CCCCO.C1C=CC(/C=C/C(/C=C/C2C=CC=CC=2)=O)=CC=1.C1C=CC(/C=C/C(/C=C/C2C=CC=CC=2)=O)=CC=1.C1C=CC(/C=C/C(/C=C/C2C=CC=CC=2)=O)=CC=1.[Pd].[Pd].C1(P(C2CCCCC2)C2C=CC=CC=2C2C(C(C)C)=CC(C(C)C)=CC=2C(C)C)CCCCC1>[N:22]1[CH:23]=[CH:24][CH:25]=[C:20]([C:2]2[CH:10]=[C:9]3[C:5]([CH2:6][C:7](=[O:11])[NH:8]3)=[CH:4][CH:3]=2)[CH:21]=1 |f:2.3.4.5,8.9.10.11.12|. Reported procedure: A mixture 6-chloroindolin-2-one (100 mg, 0.60 mmol), 3-(3,3,4,4-tetramethylborolan-1-yl)pyridine (184 mg, 0.90 mmol), Pd2dba3 (5.4 mg, 0.0060 mmol) and powdered K3PO4 (252 mg, 1.2 mmol) in n-BuOH (2 mL) was degassed by evacuation and refilling with Ar. Dicyclohexyl(2′,4′,6′-triisopropylbiphenyl-2-yl)phosphine (11.4 mg, 0.024 mmol) was added under the atmosphere of Ar. The reaction mixture was sealed and heated with stirring under microwave irradiation at 100° C. for 99 min. Later the reaction wa...